From a dataset of the Open Reaction Database (ORD), a public repository of structured organic reaction records. describe an organic reaction: reactants, conditions, products, and yield The reactants are C(C1=CC=CC=C1)(C1=CC=CC=C1)(C1=CC=CC=C1)NC=1SC=C(N1)/C(/C(=O)O)=N/OC (2-(2-tritylaminothiazol-4-yl)-(Z)-2-methoxyiminoacetic acid), ON1N=NC2=C1C=CC=C2 (1-hydroxybenzotriazole), C1(CCCCC1)N=C=NC1CCCCC1 (N,N'-dicyclohexylcarbodiimide). Yields the product C(C1=CC=CC=C1)(C1=CC=CC=C1)(C1=CC=CC=C1)NC=1SC=C(N1)/C(/C(=O)ON1N=NC2=C1C=CC=C2)=N/OC (1-benzotriazolyl 2-(2-tritylaminothiazol-4-yl)-(Z)-2-methoxyiminoacetate). Reaction conditions: time 3 hour. Procedure: To a solution of 2-(2-tritylaminothiazol-4-yl)-(Z)-2-methoxyiminoacetic acid (2.22 g, 5 mmol) and 1-hydroxybenzotriazole (0.74 g, 5.5 mmol) in tetrahydrofuran (22 ml) was added N,N'-dicyclohexylcarbodiimide (1.14 g, 5.5 mmol) at 5°-10° C. and the mixture was stirred at the same temperature for 3 hours. Precipitated N,N'-dicyclohexylurea was removed by filtration and the filtrate was concentrated under reduced pressure. The residue was dissolved in chloroform (20 ml) and insoluble material was re... Run in O1CCCC1 (tetrahydrofuran). Yield: 92.8%. Reaction SMILES: [C:1]([NH:20][C:21]1[S:22][CH:23]=[C:24](/[C:26](=[N:30]/[O:31][CH3:32])/[C:27]([OH:29])=[O:28])[N:25]=1)([C:14]1[CH:19]=[CH:18][CH:17]=[CH:16][CH:15]=1)([C:8]1[CH:13]=[CH:12][CH:11]=[CH:10][CH:9]=1)[C:2]1[CH:7]=[CH:6][CH:5]=[CH:4][CH:3]=1.O[N:34]1[C:38]2[CH:39]=[CH:40][CH:41]=[CH:42][C:37]=2[N:36]=[N:35]1.C1(N=C=NC2CCCCC2)CCCCC1>O1CCCC1>[C:1]([NH:20][C:21]1[S:22][CH:23]=[C:24](/[C:26](=[N:30]/[O:31][CH3:32])/[C:27]([O:29][N:34]2[C:38]3[CH:39]=[CH:40][CH:41]=[CH:42][C:37]=3[N:36]=[N:35]2)=[O:28])[N:25]=1)([C:14]1[CH:19]=[CH:18][CH:17]=[CH:16][CH:15]=1)([C:8]1[CH:9]=[CH:10][CH:11]=[CH:12][CH:13]=1)[C:2]1[CH:7]=[CH:6][CH:5]=[CH:4][CH:3]=1. Reactants: BrC=1C=C2C(=CC=NC2=CC1)OCC (6-bromo-4-ethoxy-quinoline), solution, C(CCC)[Li] (n-butyllithium), hexanes, CN(C=O)C (dimethylformamide). Solvent: [Cl-].[NH4+] (ammonium chloride), O1CCCC1 (THF), O1CCCC1 (THF). Conditions: temperature -65 celsius, time 30 minute. The product is C(C)OC1=CC=NC2=CC=C(C=C12)C=O (4-ethoxyquinoline-6-carbaldehyde). The yield is 87.6%. RXN SMILES: Br[C:2]1[CH:3]=[C:4]2[C:9](=[CH:10][CH:11]=1)[N:8]=[CH:7][CH:6]=[C:5]2[O:12][CH2:13][CH3:14].C([Li])CCC.CN(C)[CH:22]=[O:23]>O1CCCC1.[Cl-].[NH4+]>[CH2:13]([O:12][C:5]1[C:4]2[C:9](=[CH:10][CH:11]=[C:2]([CH:22]=[O:23])[CH:3]=2)[N:8]=[CH:7][CH:6]=1)[CH3:14] |f:4.5|. Procedure: To a solution of 6-bromo-4-ethoxy-quinoline (0.53 g, 2.1 mmol) in THF (tetrahydrofuran) (21 mL) was added dropwise a 2.5M solution of n-butyllithium in hexanes (0.92 mL, 2.3 mmol, 1.1 equiv.) at −70° C. During the addition, the temperature of the reaction mixture was raised slightly to −65° C. and it gave a very dark brown solution. The resulting colored solution was stirred for 30 min at this temperature. Then, a solution of dimethylformamide (0.324 mL, 4.2 mmol) in THF (2 mL) was added dropwis... Starting materials: O=C(Cl)c1ccccc1, CC(C)=O, [NH4+], N#C[S-]. The product is O=C(N=C=S)c1ccccc1. As a reaction SMILES: [C:5]([c:6]1[cH:7][cH:8][cH:9][cH:10][cH:11]1)(=[O:12])[Cl:13].[CH3:14][C:15](=[O:16])[CH3:17].[NH4+:4].[S-:1][C:2]#[N:3]>>[S:1]=[C:2]=[N:3][C:5]([c:6]1[cH:7][cH:8][cH:9][cH:10][cH:11]1)=[O:12]. Starting materials: C(C(=O)Cl)(=O)Cl (Oxalyl chloride), CN(C(=O)N(C1CCCCC1)C1CCCCC1)CC(C)C (N-methyl-N-isobutyl-N′,N′-dicyclohexylurea), N (Ammonia), CO (methanol). The solvent is C1CCOC1 (THF), C1CCOC1 (THF). Yields the product CN(C(=N)N(C1CCCCC1)C1CCCCC1)CC(C)C (N-methyl-N-isobutyl-N′,N′-dicyclohexyl-guanidine). Reaction SMILES: C(Cl)(=O)C(Cl)=O.[CH3:7][N:8]([CH2:24][CH:25]([CH3:27])[CH3:26])[C:9]([N:11]([CH:18]1[CH2:23][CH2:22][CH2:21][CH2:20][CH2:19]1)[CH:12]1[CH2:17][CH2:16][CH2:15][CH2:14][CH2:13]1)=O.[NH3:28].CO>C1COCC1>[CH3:7][N:8]([CH2:24][CH:25]([CH3:27])[CH3:26])[C:9]([N:11]([CH:18]1[CH2:23][CH2:22][CH2:21][CH2:20][CH2:19]1)[CH:12]1[CH2:17][CH2:16][CH2:15][CH2:14][CH2:13]1)=[NH:28]. Procedure details: A solution of dicyclohexylamine (3.6 mL, 18 mmol) and triethylamine (5.6 mL, 40 mmol) in THF (64 mL) was added dropwise to a stirred solution of triphosgene (1.98 g, 6.7 mmol) in THF (35 mL) at room temperature. The reaction mixture was stirred overnight. Then, a solution of N-methylisobutylamine (2.2 mL, 18 mmol) and triethylamine (5.5 mL, 40 mmol) in THF (35 mL) was added. The reaction mixture was stirred overnight at reflux temperature. The reaction mixture was filtered and the filtrate was e...